Dataset: the Open Reaction Database (ORD), a public repository of structured organic reaction records. Task: describe an organic reaction: reactants, conditions, products, and yield The reactants are P(=O)([O-])([O-])[O-].[K+].[K+].[K+] (potassium phosphate), CN([C@H]1[C@@H](CCCC1)N)C (trans-N,N-dimethylcyclohexane-1,2-diamine), CN1C(NCC1C(=O)OC(C)(C)C)=O (1,1-dimethylethyl 3-methyl-2-oxo-4-imidazolidinecarboxylate), BrC=1N=CN(C1)C (4-bromo-1-methyl-1H-imidazole). The reagents and catalysts are [Cu]I (copper(I) iodide). Solvent: O1CCOCC1 (1,4-dioxane), ClCCl (dichloromethane). Yields the product CN1C(N(CC1C(=O)OC(C)(C)C)C=1N=CN(C1)C)=O (1,1-dimethylethyl 3-methyl-1-(1-methyl-1H-imidazol-4-yl)-2-oxo-4-imidazolidinecarboxylate). Isolated yield 101.8%. RXN SMILES: [CH3:1][N:2]1[CH:6]([C:7]([O:9][C:10]([CH3:13])([CH3:12])[CH3:11])=[O:8])[CH2:5][NH:4][C:3]1=[O:14].Br[C:16]1[N:17]=[CH:18][N:19]([CH3:21])[CH:20]=1.P([O-])([O-])([O-])=O.[K+].[K+].[K+].CN(C)[C@@H]1CCCC[C@H]1N>O1CCOCC1.ClCCl.[Cu]I>[CH3:1][N:2]1[CH:6]([C:7]([O:9][C:10]([CH3:11])([CH3:13])[CH3:12])=[O:8])[CH2:5][N:4]([C:16]2[N:17]=[CH:18][N:19]([CH3:21])[CH:20]=2)[C:3]1=[O:14] |f:2.3.4.5|. Procedure: To a stirred mixture of 1,1-dimethylethyl 3-methyl-2-oxo-4-imidazolidinecarboxylate (200 mg, 0.999 mmol) (prepared as described in step (iii) of Example 13, starting from (4S)-2-oxo-3-{[(phenylmethyl)oxy]carbonyl}-4-imidazolidinecarboxylic acid) and 4-bromo-1-methyl-1H-imidazole (193 mg, 1.199 mmol) in 1,4-dioxane (8 ml) was added potassium phosphate (1060 mg, 4.99 mmol), copper(I) iodide (190 mg, 0.999 mmol) and trans-N,N-dimethylcyclohexane-1,2-diamine (0.158 ml, 0.999 mmol) and the reaction m... The reactants are S1C(=CC=C1)C(=O)O (2-thiophenecarboxylic acid), C1(CCCCC1)N=C=NC1CCCCC1 (N,N'-dicyclohexylcarbodiimide), ON1N=NC2=C1C=CC=C2 (1-hydroxybenzotriazole), N1(CCCCC1)CC1=CC(=NC=C1)OC\C=C/CN (4-(4-piperidinomethyl-2-pyridyloxy)-cis-2-butenylamine). Solvent: CN(C=O)C (dimethylformamide), C(C)(=O)OCC (ethyl acetate). Run at time 17 hour. Product: N1(CCCCC1)CC1=CC(=NC=C1)OC\C=C/CNC(=O)C=1SC=CC1 (N-[4-(4-piperidinomethyl-2 -pyridyloxy)-cis-2-butenyl]thiophene-2-carboxamide). Isolated yield 72.4%. Reaction SMILES: [S:1]1[CH:5]=[CH:4][CH:3]=[C:2]1[C:6]([OH:8])=O.C1(N=C=NC2CCCCC2)CCCCC1.ON1C2C=CC=CC=2N=N1.[N:34]1([CH2:40][C:41]2[CH:46]=[CH:45][N:44]=[C:43]([O:47][CH2:48]/[CH:49]=[CH:50]\[CH2:51][NH2:52])[CH:42]=2)[CH2:39][CH2:38][CH2:37][CH2:36][CH2:35]1>CN(C)C=O.C(OCC)(=O)C>[N:34]1([CH2:40][C:41]2[CH:46]=[CH:45][N:44]=[C:43]([O:47][CH2:48]/[CH:49]=[CH:50]\[CH2:51][NH:52][C:6]([C:2]3[S:1][CH:5]=[CH:4][CH:3]=3)=[O:8])[CH:42]=2)[CH2:39][CH2:38][CH2:37][CH2:36][CH2:35]1. Procedure: 240 mg of 2-thiophenecarboxylic acid, 390 mg of N,N'-dicyclohexylcarbodiimide and 275 mg of 1-hydroxybenzotriazole were added to a solution of 485 mg of 4-(4-piperidinomethyl-2-pyridyloxy)-cis-2-butenylamine in 10 ml of dry dimethylformamide, and the resulting mixture was stirred at room temperature for 17 hours. At the end of this time, the reaction mixture was mixed with ethyl acetate, and the urea which precipitated was removed by filtration. The filtrate was diluted with water and extracted ... Starting materials: C(CC(O)(C(=O)O)CC(=O)O)(=O)O (Citric acid), COC(CC1N(C=2C=CC=CC2C2=CC=CC=C12)C(C)=O)=O ((5-acetyl-5,6-dihydro-phenanthridin-6-yl)-acetic acid methyl ester). Run in O1CCOCC1 (dioxane), O (water), [Li+].[OH-] (LiOH), O (H2O). Conditions: time 4 hour. Product: C(C)(=O)N1C=2C=CC=CC2C2=CC=CC=C2C1CC(=O)O ((5-Acetyl-5,6-dihydro-phenanthridin-6-yl)-acetic acid). Reaction SMILES: C[O:2][C:3](=[O:22])[CH2:4][CH:5]1[C:18]2[C:13](=[CH:14][CH:15]=[CH:16][CH:17]=2)[C:12]2[CH:11]=[CH:10][CH:9]=[CH:8][C:7]=2[N:6]1[C:19](=[O:21])[CH3:20].C(O)(=O)CC(CC(O)=O)(C(O)=O)O>O1CCOCC1.O.[Li+].[OH-]>[C:19]([N:6]1[CH:5]([CH2:4][C:3]([OH:22])=[O:2])[C:18]2[C:13](=[CH:14][CH:15]=[CH:16][CH:17]=2)[C:12]2[CH:11]=[CH:10][CH:9]=[CH:8][C:7]1=2)(=[O:21])[CH3:20] |f:4.5|. Procedure details: To a solution of (5-acetyl-5,6-dihydro-phenanthridin-6-yl)-acetic acid methyl ester (210 mg, 0.71 mmol) dissolved in a mixture of dioxane (10 mL) and water (10 mL), LiOH×H2O (42 mg, 1 mmol) was added. The solution was allowed to stir at r.t. for 4 h. Citric acid (5% solution in water) was added and the mixture was extracted with ethyl acetate. The organic phase was washed with citric acid (2×), water (1×), and brine (1×). After drying over MgSO4, the solvent was removed in vacuo to give a colour... Starting materials: C(C)(=O)OCC (ethyl acetate), C(C)(C)(C)C1=NC(=CC(=C1)C)C(C)(C)C (2,6-di-tert-butyl-4-methyl-pyridine), C(C)(=O)O[C@H]1[C@H](O[C@@H]([C@@H]([C@@H]1OC(C)=O)OC(C)=O)CN=[N+]=[N-])Br (2,3,4-Tri-O-acetyl-6-azido-6-deoxy-α-D-galactopyranosyl Bromide), C1=CC(=CC=C1[N+](=O)[O-])O (p-nitrophenol). Reagents/catalysts: [O-]S(=O)(=O)C(F)(F)F.[Ag+] (silver triflate). Solvent: C(Cl)Cl (DCM), petrol, C(Cl)Cl (DCM). Run at time 1 hour. The product is C(C)(=O)O[C@@H]1C(O)([C@@H](OC(C)=O)[C@@H](OC(C)=O)[C@H](O1)CN=[N+]=[N-])O (1,3,4-Tri-O-acetyl-6-azido-6-deoxy-2-hydroxy-α-D-galactopyranose). Yield: 65.0%. Reaction SMILES: C([O:4][C@@H:5]1[C@@H:10]([O:11][C:12](=[O:14])[CH3:13])[C@@H:9]([O:15][C:16](=[O:18])[CH3:17])[C@@H:8]([CH2:19][N:20]=[N+:21]=[N-:22])[O:7][C@@H:6]1Br)(=O)C.C1C([N+]([O-])=[O:31])=CC=C(O)C=1.C(C1C=C(C)C=C(C(C)(C)C)N=1)(C)(C)C.[C:49]([O:52]CC)(=[O:51])[CH3:50]>C(Cl)Cl.[O-]S(C(F)(F)F)(=O)=O.[Ag+]>[C:49]([O:52][C@H:6]1[O:7][C@H:8]([CH2:19][N:20]=[N+:21]=[N-:22])[C@H:9]([O:15][C:16](=[O:18])[CH3:17])[C@H:10]([O:11][C:12](=[O:14])[CH3:13])[C:5]1([OH:4])[OH:31])(=[O:51])[CH3:50] |f:5.6|. Procedure: 2,3,4-tri-O-acetyl-6-azido-6-deoxy-α-D-galactopyranosylbromide 37 (100 mg, 0.25 mmol) and p-nitrophenol (37 mg, 0.27 mmol) were dissolved in DCM. This solution was added to a stirred suspension of 2,6-di-tert-butyl-4-methyl-pyridine (37 mg, 0.18 mmol), silver triflate (87 mg, 0.30 mmol) and molecular sieves (3 Å) in DCM (7 ml). The reaction mixture was stirred under argon. After 1 h, t.1.c. (petrol:ethyl acetate, 2:1) indicated complete consumption of starting material (Rf 0.4). The reaction mix... Starting materials: CC(C(C)C)(C)[Si](Cl)(C)C ((1,1,2,2-tetramethyleth-1-yl)-dimethylchlorosilane), FC(S(=O)(=O)O)(F)F (trifluoromethanesulfonic acid), Cl (HCl). Conditions: temperature 60 celsius. The product is FC(S(=O)(=O)O[Si](C)(C)C(C(C)C)(C)C)(F)F ((1,1,2,2-tetramethyleth-1-yl)-dimethylsilyl trifluoromethanesulfonate). RXN SMILES: [CH3:1][C:2]([Si:7]([CH3:10])([CH3:9])Cl)([CH3:6])[CH:3]([CH3:5])[CH3:4].Cl.[F:12][C:13]([F:19])([F:18])[S:14]([OH:17])(=[O:16])=[O:15]>>[F:12][C:13]([F:19])([F:18])[S:14]([O:17][Si:7]([C:2]([CH3:6])([CH3:1])[CH:3]([CH3:5])[CH3:4])([CH3:10])[CH3:9])(=[O:16])=[O:15]. Procedure: 50 ml of trifluoromethanesulfonic acid are slowly added dropwise at room temperature under argon to 101.57 g (0.57 mol) of (1,1,2,2-tetramethyleth-1-yl)-dimethylchlorosilane. Subsequently, the mixture is heated for 8 hours at 60° C. After this time, the evolution of HCl ceases. 111 g (67% of theory) of a colourless oil of boiling point=123°-124° C./28.6 mbar are obtained by distillation. The 1H-NMR spectrum is in agreement with the structure. Reactants: C(Cl)Cl (DCM), C(C=1C(O)=CC=CC1)(=O)O (salicylic acid), C(#N)C1CN(CC1)C(=O)OCC1=CC=CC=C1 (benzyl 3-cyanopyrrolidine-1-carboxylate), TEA hydrochloride, [N-]=[N+]=[N-].[Na+] (sodium azide). The solvent is C1(=CC=CC=C1)C (toluene). Conditions: temperature 115 celsius, time 5 hour. Yields the product N1N=NN=C1C1CN(CC1)C(=O)OCC1=CC=CC=C1 (benzyl 3-(1H-tetrazol-5-yl)pyrrolidine-1-carboxylate). The yield is 910.0%. RXN SMILES: [C:1]([CH:3]1[CH2:7][CH2:6][N:5]([C:8]([O:10][CH2:11][C:12]2[CH:17]=[CH:16][CH:15]=[CH:14][CH:13]=2)=[O:9])[CH2:4]1)#[N:2].[N-:18]=[N+:19]=[N-:20].[Na+].C(Cl)Cl.C(O)(=O)C1C(=CC=CC=1)O>C1(C)C=CC=CC=1>[NH:18]1[C:1]([CH:3]2[CH2:7][CH2:6][N:5]([C:8]([O:10][CH2:11][C:12]3[CH:17]=[CH:16][CH:15]=[CH:14][CH:13]=3)=[O:9])[CH2:4]2)=[N:2][N:20]=[N:19]1 |f:1.2|. Reported procedure: To a solution of benzyl 3-cyanopyrrolidine-1-carboxylate (1.0 g) and TEA hydrochloride (2.99 g) in toluene was added sodium azide (1.41 g) at 25° C., followed by stirring at 115° C. for 5 hours. The reaction liquid was left to be cooled and DCM (10 mL) was added thereto. Then, to a 5% aqueous salicylic acid solution (100 mL) was added dropwise the reaction liquid, followed by stirring at 25° C. for 1 hour. The reaction liquid was extracted with EtOAc (30 mL) three times. The organic layer was wa... The reactants are C1=CC=CC2=C1C(NC1=C(O2)C=CC=C1)=O (10,11-dihydro-dibenz[b,f][1,4]oxazepin-11-one), CC1NC(CNC1)C (2,6-dimethyl piperazine), [OH-].[NH4+] (ammonium hydroxide). The reagents and catalysts are Cl[Ti](Cl)(Cl)Cl (TiCl4). Run in C1(=CC=CC=C1)C (toluene). The product is CC1CN(CC(N1)C)C1=NC2=C(OC3=C1C=CC=C3)C=CC=C2 (11-(3,5-dimethyl-1-piperazinyl)-dibenz[b,f][1,4]oxazepine). The yield is 60.4%. Reaction SMILES: [CH:1]1[C:6]2[C:7](=O)[NH:8][C:9]3[CH:15]=[CH:14][CH:13]=[CH:12][C:10]=3[O:11][C:5]=2[CH:4]=[CH:3][CH:2]=1.[CH3:17][CH:18]1[CH2:23][NH:22][CH2:21][CH:20]([CH3:24])[NH:19]1.[OH-].[NH4+]>C1(C)C=CC=CC=1.Cl[Ti](Cl)(Cl)Cl>[CH3:17][CH:18]1[NH:19][CH:20]([CH3:24])[CH2:21][N:22]([C:7]2[C:6]3[CH:1]=[CH:2][CH:3]=[CH:4][C:5]=3[O:11][C:10]3[CH:12]=[CH:13][CH:14]=[CH:15][C:9]=3[N:8]=2)[CH2:23]1 |f:2.3|. Reported procedure: To a stirred solution of 10,11-dihydro-dibenz[b,f][1,4]oxazepin-11-one (0.4 g; 1.9 mmol; Aldrich) in dry toluene (20 mL) at room temperature was added 2,6-dimethyl piperazine (0.99 g; 8.7 mmol; Aldrich) followed by the dropwise addition of TiCl4 (1M in toluene, 2.27 mL; 2.27 mmol). The reaction mixture was refluxed for 2 hours, cooled to room temperature and then poured into an ammonium hydroxide solution (30%, 50 mL). The resulting mixture was extracted with dichloromethane (4×75 mL), and the c... As a reaction SMILES: [CH3:1][S:2]([C:5]1[C:6]2[C:7]3[C:11](=[CH:12][CH:13]=1)[NH:10][C:9](=[O:14])[C:8]=3[CH:15]=[CH:16][CH:17]=2)(=[O:4])=[O:3].[H-].[Na+].Br[CH:21]([CH3:23])[CH3:22]>CN(C)C=O>[CH3:22][CH:21]([N:10]1[C:11]2[C:7]3[C:6](=[CH:17][CH:16]=[CH:15][C:8]=3[C:9]1=[O:14])[C:5]([S:2]([CH3:1])(=[O:4])=[O:3])=[CH:13][CH:12]=2)[CH3:23] |f:1.2|. The reactants are CS(=O)(=O)C=1C=2C3=C(C(NC3=CC1)=O)C=CC2 (6-(Methylsulfonyl)-benz[cd]indol-2(1H)-one), [H-].[Na+] (sodium hydride), BrC(C)C (2-bromopropane). Run in CN(C=O)C (N,N-dimethylformamide). Procedure details: A mixture of 2.5 g of 6-(methylsulfonyl)-benz[cd]indol-2(1H)-one (Example 3), 0.6 g of sodium hydride and 2.7 ml of 2-bromopropane in 100 ml of N,N-dimethylformamide is reacted for 18 hours under argon using the conditions of Example 4 to yield 2.24 g of the desired product as a yellow solid, m.p. 164°-165° C. Yields the product CC(C)N1C(C2=C3C(C(=CC=C13)S(=O)(=O)C)=CC=C2)=O (1(1-Methylethyl)-6-(methylsulfonyl)-benz[cd]indol-2(1H)-one). Starting materials: S(O)(O)(=O)=O (sulphuric acid), CC(C)C[AlH]CC(C)C (DIBAH), C(C)OCC (diethyl ether), C1(=CCCCC1)C1=C(C#N)C=CC=C1 (o-(1-cyclohexenyl)-benzonitrile). Run in C(Cl)Cl (methylene chloride). Yields the product C1(=CCCCC1)C1=C(C=O)C=CC=C1 (o-(1-Cyclohexenyl)-benzaldehyde). As a reaction SMILES: CC(C[AlH]CC(C)C)C.[C:10]1([C:16]2[CH:23]=[CH:22][CH:21]=[CH:20][C:17]=2[C:18]#N)[CH2:15][CH2:14][CH2:13][CH2:12][CH:11]=1.C([O:26]CC)C.S(=O)(=O)(O)O>C(Cl)Cl>[C:10]1([C:16]2[CH:23]=[CH:22][CH:21]=[CH:20][C:17]=2[CH:18]=[O:26])[CH2:15][CH2:14][CH2:13][CH2:12][CH:11]=1. Reported procedure: 360 ml. (0.36 mol) 1M DIBAH solution in methylene chloride was added dropwise in the course of 1.5 hours, while cooling to -15° to -10° C., into a solution of 60.5 g. (0.33 mol) o-(1-cyclohexenyl)-benzonitrile in 500 ml. anhydrous diethyl ether, stirred for a further hour at 0° C., subsequently for 3 hours at ambient temperature and decomposed with 5N sulphuric acid. The precipitate obtained was filtered off with suction and the organic phase was washed with an aqueous solution of sodium chlorid...